This data is from the Open Reaction Database (ORD), a public repository of structured organic reaction records. The task is: describe an organic reaction: reactants, conditions, products, and yield Reactants: NC1=C(NC2=CC(=CC=C12)Cl)C(C1=CC=CC=C1)=O (3-Amino-2-benzoyl-6-chloroindole), [O-]C#N.[Na+] (sodium cyanate), C([O-])(O)=O.[Na+] (sodium bicarbonate). Run in C(C)(=O)O (acetic acid). Reaction conditions: temperature 90 celsius, time 1.5 hour. Yields the product C(C1=CC=CC=C1)(=O)C=1NC2=CC(=CC=C2C1NC(=O)N)Cl (N-(2-Benzoyl-6-chloro-1H-indol-3-yl)urea). Yield: 15.2%. Reaction SMILES: [NH2:1][C:2]1[C:10]2[C:5](=[CH:6][C:7]([Cl:11])=[CH:8][CH:9]=2)[NH:4][C:3]=1[C:12](=[O:19])[C:13]1[CH:18]=[CH:17][CH:16]=[CH:15][CH:14]=1.[O-:20][C:21]#[N:22].[Na+].C(=O)(O)[O-].[Na+]>C(O)(=O)C>[C:12]([C:3]1[NH:4][C:5]2[C:10]([C:2]=1[NH:1][C:21]([NH2:22])=[O:20])=[CH:9][CH:8]=[C:7]([Cl:11])[CH:6]=2)(=[O:19])[C:13]1[CH:18]=[CH:17][CH:16]=[CH:15][CH:14]=1 |f:1.2,3.4|. Procedure details: To a solution of 3-amino-2-benzoyl-6-chloroindole (step 1, 60 mg, 0.21 mmol) in acetic acid (10 ml) was added sodium cyanate (14 mg, 0.21 mmol) and the mixture was stirred for 1.5 h at 90° C. After cooling, the mixture was poured into a saturated sodium bicarbonate (50 ml) and extracted with ethyl acetate (40 ml×2), dried (MgSO4) and concentrated. The residual solids were purified by flash column chromatography eluting with hexane/ethyl acetate (1/1) to give 10 mg (15%) of the title compound as ... Starting materials: 2D, C(C1=CC=CC=C1)OC(=O)N[C@@H](CC(=O)OCC)C=1C=C(C=CC1)NC(=O)OCCC1=C(C=C(C=C1)B(O)O)C ((S)-4-(2-(3-(1-(benzyloxycarbonylamino)-3-ethoxy-3-oxopropyl)phenylcarbamoyloxy)ethyl)-3-methylphenylboronic acid), NC=1C=C2C=CN=C(C2=CC1)N(C(=O)OC(C)(C)C)C(=O)OC(C)(C)C (6-Amino-1-(di-tert-butoxycarbonylamino)isoquinoline), O.C(C=O)(=O)O (glyoxylic acid monohydrate). Product: C(C1=CC=CC=C1)OC(=O)N[C@@H](CC(=O)OCC)C=1C=C(C=CC1)NC(=O)OCCC1=C(C=C(C=C1)C(C(=O)O)NC=1C=C2C=CN=C(C2=CC1)N(C(=O)OC(C)(C)C)C(=O)OC(C)(C)C)C (2-(4-(2-(3-((S)-1-(benzyloxycarbonylamino)-3-ethoxy-3-oxopropyl)phenylcarbamoyloxy)ethyl)-3-methylphenyl)-2-(1-(bis(tert-butoxycarbonyl)amino)isoquinolin-6-ylamino)acetic acid). Isolated yield 96.0%. RXN SMILES: [CH2:1]([O:8][C:9]([NH:11][C@H:12]([C:19]1[CH:20]=[C:21]([NH:25][C:26]([O:28][CH2:29][CH2:30][C:31]2[CH:36]=[CH:35][C:34](B(O)O)=[CH:33][C:32]=2[CH3:40])=[O:27])[CH:22]=[CH:23][CH:24]=1)[CH2:13][C:14]([O:16][CH2:17][CH3:18])=[O:15])=[O:10])[C:2]1[CH:7]=[CH:6][CH:5]=[CH:4][CH:3]=1.[NH2:41][C:42]1[CH:43]=[C:44]2[C:49](=[CH:50][CH:51]=1)[C:48]([N:52]([C:60]([O:62][C:63]([CH3:66])([CH3:65])[CH3:64])=[O:61])[C:53]([O:55][C:56]([CH3:59])([CH3:58])[CH3:57])=[O:54])=[N:47][CH:46]=[CH:45]2.O.[C:68]([OH:72])(=[O:71])[CH:69]=O>>[CH2:1]([O:8][C:9]([NH:11][C@H:12]([C:19]1[CH:20]=[C:21]([NH:25][C:26]([O:28][CH2:29][CH2:30][C:31]2[CH:36]=[CH:35][C:34]([CH:69]([NH:41][C:42]3[CH:43]=[C:44]4[C:49](=[CH:50][CH:51]=3)[C:48]([N:52]([C:53]([O:55][C:56]([CH3:57])([CH3:58])[CH3:59])=[O:54])[C:60]([O:62][C:63]([CH3:66])([CH3:65])[CH3:64])=[O:61])=[N:47][CH:46]=[CH:45]4)[C:68]([OH:72])=[O:71])=[CH:33][C:32]=2[CH3:40])=[O:27])[CH:22]=[CH:23][CH:24]=1)[CH2:13][C:14]([O:16][CH2:17][CH3:18])=[O:15])=[O:10])[C:2]1[CH:7]=[CH:6][CH:5]=[CH:4][CH:3]=1 |f:2.3|. Procedure details: Using a procedure analogous to that used to prepare 2D, 34E (400 mg, 0.73 mmol) was reacted with Intermediate 1 and glyoxylic acid monohydrate to afford 34F (670 mg, 96%) as a yellow foam. MS (ESI) m/z 697.15 (M+H)+. Starting materials: CN(C)C=O, O=C(c1cccc(C(F)(F)F)c1Cl)N1CCn2c(-c3ccc(F)cc3)cnc2C1, O=C1CCC(=O)N1Br. Yields the product O=C(c1cccc(C(F)(F)F)c1Cl)N1CCn2c(nc(Br)c2-c2ccc(F)cc2)C1. As a reaction SMILES: [CH3:38][N:39]([CH3:40])[CH:41]=[O:42].[Cl:1][c:2]1[c:3]([C:12](=[O:13])[N:14]2[CH2:15][c:16]3[n:17]([c:20](-[c:23]4[cH:24][cH:25][c:26]([F:29])[cH:27][cH:28]4)[cH:21][n:22]3)[CH2:18][CH2:19]2)[cH:4][cH:5][cH:6][c:7]1[C:8]([F:9])([F:10])[F:11].[O:30]=[C:31]1[N:32]([Br:37])[C:33](=[O:34])[CH2:35][CH2:36]1>>[Cl:1][c:2]1[c:3]([C:12](=[O:13])[N:14]2[CH2:15][c:16]3[n:17]([c:20](-[c:23]4[cH:24][cH:25][c:26]([F:29])[cH:27][cH:28]4)[c:21]([Br:37])[n:22]3)[CH2:18][CH2:19]2)[cH:4][cH:5][cH:6][c:7]1[C:8]([F:9])([F:10])[F:11]. Reactants: C[SiH](C)O[Si](C)(C)C, C[SiH2]c1ccccc1, CCCCCC, C=CCC(c1ccccc1)c1ccccc1. Product: C[Si](C)(C)O[Si](C)(C)CCCC(c1ccccc1)c1ccccc1. RXN SMILES: [CH3:17][SiH:18]([O:19][Si:20]([CH3:21])([CH3:22])[CH3:23])[CH3:24].[CH3:25][SiH2:26][c:27]1[cH:28][cH:29][cH:30][cH:31][cH:32]1.[CH3:33][CH2:34][CH2:35][CH2:36][CH2:37][CH3:38].[c:1]1([CH:7]([CH2:8][CH:9]=[CH2:10])[c:11]2[cH:12][cH:13][cH:14][cH:15][cH:16]2)[cH:2][cH:3][cH:4][cH:5][cH:6]1>>[c:1]1([CH:7]([CH2:8][CH2:9][CH2:10][Si:18]([CH3:17])([O:19][Si:20]([CH3:21])([CH3:22])[CH3:23])[CH3:24])[c:11]2[cH:12][cH:13][cH:14][cH:15][cH:16]2)[cH:2][cH:3][cH:4][cH:5][cH:6]1. Starting materials: CC1=C(C(=O)O)C=CC=C1C (2,3-dimethylbenzoic acid), CC(CC(CN)C=1C=NC(=CC1)C)C (4-methyl-2-(6-methylpyridin-3-yl)-pentylamine). Yields the product CC1=C(C(=O)NCC(CC(C)C)C=2C=NC(=CC2)C)C=CC=C1C (2,3-Dimethyl-N-[4-methyl-2-(6-methyl-pyridin-3-yl)-pentyl]-benzamide). Reported procedure: From 2,3-dimethylbenzoic acid and 4-methyl-2-(6-methylpyridin-3-yl)-pentylamine. LCMS (MH+): m/z=325.0, tR (minutes, Method A)=1.38 RXN SMILES: [CH3:1][C:2]1[C:10]([CH3:11])=[CH:9][CH:8]=[CH:7][C:3]=1[C:4]([OH:6])=O.[CH3:12][CH:13]([CH3:25])[CH2:14][CH:15]([C:18]1[CH:19]=[N:20][C:21]([CH3:24])=[CH:22][CH:23]=1)[CH2:16][NH2:17]>>[CH3:1][C:2]1[C:10]([CH3:11])=[CH:9][CH:8]=[CH:7][C:3]=1[C:4]([NH:17][CH2:16][CH:15]([C:18]1[CH:19]=[N:20][C:21]([CH3:24])=[CH:22][CH:23]=1)[CH2:14][CH:13]([CH3:25])[CH3:12])=[O:6]. Reactants: OCC1COC(c2ccc(F)cc2)C1, Cc1ccc(S(=O)(=O)Cl)cc1, c1ccncc1. Yields the product Cc1ccc(S(=O)(=O)OCC2COC(c3ccc(F)cc3)C2)cc1. As a reaction SMILES: [F:1][c:2]1[cH:3][cH:4][c:5]([CH:8]2[O:9][CH2:10][CH:11]([CH2:13][OH:14])[CH2:12]2)[cH:6][cH:7]1.[S:15](=[O:16])(=[O:17])([c:18]1[cH:19][cH:20][c:21]([CH3:22])[cH:23][cH:24]1)[Cl:25].[cH:26]1[cH:27][cH:28][n:29][cH:30][cH:31]1>>[F:1][c:2]1[cH:3][cH:4][c:5]([CH:8]2[O:9][CH2:10][CH:11]([CH2:13][O:14][S:15](=[O:16])(=[O:17])[c:18]3[cH:19][cH:20][c:21]([CH3:22])[cH:23][cH:24]3)[CH2:12]2)[cH:6][cH:7]1.